This data is from the Open Reaction Database (ORD), a public repository of structured organic reaction records. The task is: describe an organic reaction: reactants, conditions, products, and yield The reactants are CO (methanol), solution, [H-] (hydride), C(C)(C)(C)OC(=O)NCC(=O)OC (methyl tert-butoxycarbonylaminoacetate). Solvent: C1(=CC=CC=C1)C (toluene), C1(=CC=CC=C1)C (toluene). Conditions: time 1 hour. Product: C(C)(C)(C)OC(NCC=O)=O (tert-butyl(2-oxoethyl)carbamate). The yield is 53.2%. Reaction SMILES: [H-].[C:2]([O:6][C:7]([NH:9][CH2:10][C:11](OC)=[O:12])=[O:8])([CH3:5])([CH3:4])[CH3:3].CO>C1(C)C=CC=CC=1>[C:2]([O:6][C:7](=[O:8])[NH:9][CH2:10][CH:11]=[O:12])([CH3:5])([CH3:3])[CH3:4]. Reported procedure: A 1.02M solution of diisobutylalminium hydride in toluene (27 ml) was added dropwise to a solution of methyl tert-butoxycarbonylaminoacetate (2.00 g) in toluene (40 ml) at −70° C., and the mixture was stirred for 1 hour. The reaction solution, to which methanol (10 ml) was added at −70° C., was quenched and then left to room temperature. After the reaction solution was diluted with ethyl acetate, this solution was washed with a 1N aqueous hydrochloric acid solution. The organic layer was washed ... The reactants are Cl (HCl), Cl.C1NCCC=2N(C=3C=CC=CC3C21)CC(=O)OCC (Ethyl (1,2,3,4-tetrahydro-pyrido[4,3-b]indol-5-yl)-acetate hydrochloride), CCN(C(C)C)C(C)C (DIEA), C1(=CC=CC=C1)N=C=O (phenyl isocyanate). The solvent is ClCCl (dichloromethane). Run at time 1 hour. The product is C(C)C(C(=O)O)N1C2=C(C=3C=CC=CC13)CN(CC2)C(NC2=CC=CC=C2)=O (ethyl (2-phenylcarbamoyl-1,2,3,4-tetrahydro-pyrido[4,3-b]indol-5-yl)-acetic acid). RXN SMILES: Cl.[CH2:2]1[C:14]2[C:13]3[CH:12]=[CH:11][CH:10]=[CH:9][C:8]=3[N:7]([CH2:15][C:16]([O:18]CC)=[O:17])[C:6]=2[CH2:5][CH2:4][NH:3]1.[CH3:21][CH2:22]N(C(C)C)C(C)C.[C:30]1([N:36]=[C:37]=[O:38])[CH:35]=[CH:34][CH:33]=[CH:32][CH:31]=1.Cl>ClCCl>[CH2:21]([CH:15]([N:7]1[C:8]2[CH:9]=[CH:10][CH:11]=[CH:12][C:13]=2[C:14]2[CH2:2][N:3]([C:37](=[O:38])[NH:36][C:30]3[CH:35]=[CH:34][CH:33]=[CH:32][CH:31]=3)[CH2:4][CH2:5][C:6]1=2)[C:16]([OH:18])=[O:17])[CH3:22] |f:0.1|. Procedure: Step a): To a stirred solution of Intermediate 1 (20 mg, 0.068 mnol) and DIEA (35 μl, 0.20 mmol) in dichloromethane (1 ml) is added phenyl isocyanate (8.2 μl, 0.075 mmol). The reaction mixture is kept stirring at rt for 1 h, then 1N HCl (2 ml) was added. The aqueous layer is extracted twice with dichloromethane. The organic layers are combined and the solvent is evaporated to give crude ethyl (2-phenylcarbamoyl-1,2,3,4-tetrahydro-pyrido[4,3-b]indol-5-yl)-acetic acid: tR (LC-2) 2.23 min; ESI-MS (... The reactants are NC1=C(C(=O)O)C=CC(=C1)OC (2-amino-4-methoxy-benzoic acid), CCN=C=NCCCN(C)C.Cl (EDCl), C=1C=CC2=C(C1)N=NN2O (HOBt), CN1CCOCC1 (N-methylmorpholine), [NH4+].[OH-] (NH4OH). Run in C1CCOC1 (THF). Reaction conditions: time 30 minute. Yields the product NC1=C(C(=O)N)C=CC(=C1)OC (2-amino-4-methoxy-benzamide). Reaction SMILES: [NH2:1][C:2]1[CH:10]=[C:9]([O:11][CH3:12])[CH:8]=[CH:7][C:3]=1[C:4](O)=[O:5].CC[N:15]=C=NCCCN(C)C.Cl.C1C=CC2N(O)N=NC=2C=1.CN1CCOCC1.[NH4+].[OH-]>C1COCC1>[NH2:1][C:2]1[CH:10]=[C:9]([O:11][CH3:12])[CH:8]=[CH:7][C:3]=1[C:4]([NH2:15])=[O:5] |f:1.2,5.6|. Reported procedure: To a stirred solution of 2-amino-4-methoxy-benzoic acid (3.00 g, 17.9 mmol) in THF (90 mL), EDCl (7.89 g, 41.1 mmol) and HOBt (7.95 g, 51.9 mmol) were added and stirred at room temperature for 30 minutes. Then, N-methylmorpholine (6.15 g, 60.0 mmol) and aqueous 50% (v/v) NH4OH (12 mL, 171.4 mmol) were added. The mixture was stirred for 16 hours at room temperature. The solvent was removed under reduced pressure and the residue was extracted with ethyl acetate (4×100 mL). The combined organic pha... Reactants: Brc1nccs1, O=C([O-])[O-], CN(C)C=O, [Cu]I, [K+], [K+], O=C(O)C1CCCN1. Yields the product O=C(O)C1CCCN1c1nccs1. RXN SMILES: [Br:9][c:10]1[s:11][cH:12][cH:13][n:14]1.[C:15](=[O:16])([O-:17])[O-:18].[CH3:21][N:22]([CH3:23])[CH:24]=[O:25].[Cu:26][I:27].[K+:19].[K+:20].[OH:1][C:2](=[O:3])[CH:4]1[CH2:5][CH2:6][CH2:7][NH:8]1>>[OH:1][C:2](=[O:3])[CH:4]1[CH2:5][CH2:6][CH2:7][N:8]1[c:10]1[s:11][cH:12][cH:13][n:14]1.